Task: describe an organic reaction: reactants, conditions, products, and yield. Dataset: the Open Reaction Database (ORD), a public repository of structured organic reaction records Starting materials: C(C)(=O)O[C@@H](C(NC1=CC=C(C=C1)C1=NOC(N1)=O)=O)[C@@H]1C(N(CCO1)C=1C=C2C(N(CC2=CC1)C)=O)=O ((R)-1-((R)-4-(2-methyl-3-oxoisoindolin-5-yl)-3-oxomorpholin-2-yl)-2-oxo-2-(4-(5-oxo-4,5-dihydro-1,2,4-oxadiazol-3-yl)phenylamino)ethyl acetate), N.CO (NH3 MeOH). Solvent: CO (MeOH). Run at temperature 0 celsius, time 1 hour. Yields the product O[C@@H](C(=O)NC1=CC=C(C=C1)C1=NOC(=N1)[O-])[C@@H]1C(N(CCO1)C=1C=C2C(N(CC2=CC1)C)=O)=O.[NH4+] (ammonium 3-(4-((R)-2-hydroxy-2-((R)-4-(2-methyl-3-oxoisoindolin-5-yl)-3-oxomorpholin-2-yl)acetamido)phenyl)-1,2,4-oxadiazol-5-olate). Reaction SMILES: C([O:4][C@H:5]([C@H:21]1[O:26][CH2:25][CH2:24][N:23]([C:27]2[CH:28]=[C:29]3[C:33](=[CH:34][CH:35]=2)[CH2:32][N:31]([CH3:36])[C:30]3=[O:37])[C:22]1=[O:38])[C:6](=[O:20])[NH:7][C:8]1[CH:13]=[CH:12][C:11]([C:14]2[NH:18][C:17](=[O:19])[O:16][N:15]=2)=[CH:10][CH:9]=1)(=O)C.[NH3:39].CO>CO>[OH:4][C@H:5]([C@H:21]1[O:26][CH2:25][CH2:24][N:23]([C:27]2[CH:28]=[C:29]3[C:33](=[CH:34][CH:35]=2)[CH2:32][N:31]([CH3:36])[C:30]3=[O:37])[C:22]1=[O:38])[C:6]([NH:7][C:8]1[CH:9]=[CH:10][C:11]([C:14]2[N:18]=[C:17]([O-:19])[O:16][N:15]=2)=[CH:12][CH:13]=1)=[O:20].[NH4+:39] |f:1.2,4.5|. Procedure: To a solution of the compound 70-5 (30 mg) in MeOH (2 mL) at 0° C. was added 7M NH3/MeOH (0.3 mL) dropwise. The mixture was stirred for 1 h at 0° C. and an additional hour at rt. The mixture was concentrated under reduced pressure and placed under high vacuum to afford compound 70-6 (27 mg) as a clear glass. LC-MS: M+H=480 (free base). Starting materials: B, CCO, COC(=O)C(C)(C)CON=Cc1ccccc1Cl, Cl, c1ccncc1. The product is COC(=O)C(C)(C)CONCc1ccccc1Cl. As a reaction SMILES: [BH3:25].[CH3:27][CH2:28][OH:29].[Cl:1][c:2]1[c:3]([CH:4]=[N:5][O:6][CH2:7][C:8]([C:9](=[O:10])[O:11][CH3:12])([CH3:13])[CH3:14])[cH:15][cH:16][cH:17][cH:18]1.[ClH:26].[n:19]1[cH:20][cH:21][cH:22][cH:23][cH:24]1>>[Cl:1][c:2]1[c:3]([CH2:4][NH:5][O:6][CH2:7][C:8]([C:9](=[O:10])[O:11][CH3:12])([CH3:13])[CH3:14])[cH:15][cH:16][cH:17][cH:18]1. Reactants: CCOC(C)=O, C=CCc1cc(C(=O)OC)ccc1O. Product: CCCc1cc(C(=O)OC)ccc1O. Reaction SMILES: [CH3:15][CH2:16][O:17][C:18]([CH3:19])=[O:20].[OH:1][c:2]1[c:3]([CH2:12][CH:13]=[CH2:14])[cH:4][c:5]([C:6](=[O:7])[O:8][CH3:9])[cH:10][cH:11]1>>[OH:1][c:2]1[c:3]([CH2:12][CH2:13][CH3:14])[cH:4][c:5]([C:6](=[O:7])[O:8][CH3:9])[cH:10][cH:11]1. The reactants are COC=1C=C2CCN=CC2=CC1 (6-methoxy-3,4-dihydro-isoquinoline), ClC1=C(CCl)C=CC=C1 (2-chlorobenzyl chloride), O1CCOCC1 (dioxan). The solvent is C(CCl)Cl (ethylene chloride). The product is [Cl-].ClC1=C(C[N+]2=CC3=CC=C(C=C3CC2)OC)C=CC=C1 (2-(2-Chlorobenzyl)-6-methoxy-3,4-dihydroisoquinolinium chloride). Reaction SMILES: [CH3:1][O:2][C:3]1[CH:4]=[C:5]2[C:10](=[CH:11][CH:12]=1)[CH:9]=[N:8][CH2:7][CH2:6]2.[Cl:13][C:14]1[CH:21]=[CH:20][CH:19]=[CH:18][C:15]=1[CH2:16]Cl.O1CCOCC1>C(Cl)CCl>[Cl-:13].[Cl:13][C:14]1[CH:21]=[CH:20][CH:19]=[CH:18][C:15]=1[CH2:16][N+:8]1[CH2:7][CH2:6][C:5]2[C:10](=[CH:11][CH:12]=[C:3]([O:2][CH3:1])[CH:4]=2)[CH:9]=1 |f:4.5|. Procedure details: The title compound is prepared analogously to Example A from 6-methoxy-3,4-dihydro-isoquinoline and 2-chlorobenzyl chloride in ethylene chloride. Melting point: 156°-158° C. (Decomp., from dioxan). Reactants: OC1=C(C(CC(C1)C1=CC=C(C=C1)SC)=O)C(CC)=O (3-hydroxy-5-(4-methylthiophenyl)-2-propionyl-2-cyclohexen-1-one), C(C)ON (ethoxyamine), ice water. Solvent: C(C)O (ethanol). Conditions: time 15 hour. Product: C(C)ON=C(CC)C=1C(CC(CC1O)C1=CC=C(C=C1)SC)=O (2-[1-(ethoxyimino)propyl]-3-hydroxy-5-(4-methylthiophenyl)-2-cyclohexen-1-one). Reaction SMILES: [OH:1][C:2]1[CH2:7][CH:6]([C:8]2[CH:13]=[CH:12][C:11]([S:14][CH3:15])=[CH:10][CH:9]=2)[CH2:5][C:4](=[O:16])[C:3]=1[C:17](=O)[CH2:18][CH3:19].[CH2:21]([O:23][NH2:24])[CH3:22]>C(O)C>[CH2:21]([O:23][N:24]=[C:17]([C:3]1[C:4](=[O:16])[CH2:5][CH:6]([C:8]2[CH:13]=[CH:12][C:11]([S:14][CH3:15])=[CH:10][CH:9]=2)[CH2:7][C:2]=1[OH:1])[CH2:18][CH3:19])[CH3:22]. Reported procedure: Into 20 ml of ethanol was dissolved 2.9 g of 3-hydroxy-5-(4-methylthiophenyl)-2-propionyl-2-cyclohexen-1-one and to the solution was added 0.8 g of ethoxyamine. The mixture was kept for 15 hours at room temperature and it was poured into ice water. The crystal sedimented was collected with a filtering step and recrystallized with methanol. Thus, 3.1 g of colorless objective crystals having a melting point of 83°-84° C. was obtained. Reactants: OC1CC(CCC1)OCC1=C(C(=O)OC)C(=CC=C1)C (methyl 2-(3-hydroxycyclohexyloxymethyl)-6-methylbenzoate), ClC=1C=C(C=CC1)C=1OC(=C(N1)CI)C (2-(3-chlorophenyl)-4-iodomethyl-5-methyloxazole). Product: ClC=1C=C(C=CC1)C=1OC(=C(N1)COC1CC(CCC1)OCC1=C(C(=O)O)C(=CC=C1)C)C (2-{3-[2-(3-Chlorophenyl)-5-methyloxazol-4-ylmethoxy]cyclohexyloxymethyl}-6-methylbenzoic acid). RXN SMILES: [OH:1][CH:2]1[CH2:7][CH2:6][CH2:5][CH:4]([O:8][CH2:9][C:10]2[CH:19]=[CH:18][CH:17]=[C:16]([CH3:20])[C:11]=2[C:12]([O:14]C)=[O:13])[CH2:3]1.[Cl:21][C:22]1[CH:23]=[C:24]([C:28]2[O:29][C:30]([CH3:35])=[C:31]([CH2:33]I)[N:32]=2)[CH:25]=[CH:26][CH:27]=1>>[Cl:21][C:22]1[CH:23]=[C:24]([C:28]2[O:29][C:30]([CH3:35])=[C:31]([CH2:33][O:1][CH:2]3[CH2:7][CH2:6][CH2:5][CH:4]([O:8][CH2:9][C:10]4[CH:19]=[CH:18][CH:17]=[C:16]([CH3:20])[C:11]=4[C:12]([OH:14])=[O:13])[CH2:3]3)[N:32]=2)[CH:25]=[CH:26][CH:27]=1. Procedure: Using methyl 2-(3-hydroxycyclohexyloxymethyl)-6-methylbenzoate and 2-(3-chlorophenyl)-4-iodomethyl-5-methyloxazole as starting materials in the procedure of Example XXXI, gave the product 57 of molecular weight 469.97 (C26H28CINO5), MS(ESI): 470.43 (M+H+). Starting materials: COC(CCN(CCCCC)C)=O (N-methyl-N-pentyl-β-alanine methyl ester), Cl (hydrochloric acid). Run in O (water). Run at temperature 24 celsius. Yields the product Cl.CN(CCC(=O)O)CCCCC (N-methyl-N-pentyl-β-alanine hydrochloride). The yield is 82.7%. RXN SMILES: C[O:2][C:3](=[O:13])[CH2:4][CH2:5][N:6]([CH3:12])[CH2:7][CH2:8][CH2:9][CH2:10][CH3:11].[ClH:14]>O>[ClH:14].[CH3:12][N:6]([CH2:7][CH2:8][CH2:9][CH2:10][CH3:11])[CH2:5][CH2:4][C:3]([OH:13])=[O:2] |f:3.4|. Procedure details: 68.8 g (367.4 mmol) N-methyl-N-pentyl-β-alanine methyl ester was hydrolyzed by refluxing with 138 ml water. Then the water is partly distilled off and 83 ml (472.7 mmol) hydrochloric acid (19%) was added. Water was distilled off again and 230 ml methyl ethyl ketone was added to remove residual water by azeotropic distillation. The reaction mixture was then cooled to 24° C. The crystallized product was separated and washed with methyl ethyl ketone and subsequently dried in vacuo. 63.7 g (82.7%) N... The reactants are N(N)C1=CC=C(C(=O)O)C=C1 (4-hydrazinobenzoic acid), C(C)OC(=O)C1C(CCC1)=O (ethyl-2-oxocyclopentanecarboxylate), C1(=CC=C(C=C1)S(=O)(=O)O)C (p-toluenesulfonic acid). Run in C(C)O (ethanol). Yields the product O=C1N(N=C2C1CCC2)C2=CC=C(C(=O)O)C=C2 (4-(3-Oxo-3a,4,5,6-tetrahydro-3H-cyclopentapyrazol-2-yl)benzoic acid). As a reaction SMILES: [NH:1]([C:3]1[CH:11]=[CH:10][C:6]([C:7]([OH:9])=[O:8])=[CH:5][CH:4]=1)[NH2:2].C([O:14][C:15]([CH:17]1[CH2:21][CH2:20][CH2:19][C:18]1=O)=O)C.C1(C)C=CC(S(O)(=O)=O)=CC=1>C(O)C>[O:14]=[C:15]1[CH:17]2[CH2:21][CH2:20][CH2:19][C:18]2=[N:2][N:1]1[C:3]1[CH:4]=[CH:5][C:6]([C:7]([OH:9])=[O:8])=[CH:10][CH:11]=1. Reported procedure: A solution of 4-hydrazinobenzoic acid (0.3 g), ethyl-2-oxocyclopentanecarboxylate (0.31 g) and p-toluenesulfonic acid (340 mg) in ethanol (12 ml) was boiled under reflux for 12 hours. The concentrated reaction solution was purified by preparative HPLC. The isolated reaction product (as ethyl ester) was hydrolyzed by method P-a. This resulted in the product with the molecular weight of 244.25 (C13H12N2O3); MS (ESI): 245 (M+H+).